The task is: describe an organic reaction: reactants, conditions, products, and yield. This data is from the Open Reaction Database (ORD), a public repository of structured organic reaction records. Reactants: Polyphosphoric acid, C1(=CC=CC=C1)SCCC(=O)O (3-phenylsulfanylpropionic acid). Run in O (water). Run at temperature 60 celsius, time 96 hour. Yields the product S1CCC(C2=CC=CC=C12)=O (thiochroman-4-one). RXN SMILES: [C:1]1([S:7][CH2:8][CH2:9][C:10]([OH:12])=O)[CH:6]=[CH:5][CH:4]=[CH:3][CH:2]=1>O>[S:7]1[C:1]2[C:2](=[CH:3][CH:4]=[CH:5][CH:6]=2)[C:10](=[O:12])[CH2:9][CH2:8]1. Procedure details: Polyphosphoric acid (110 g) was admixed with 3-phenylsulfanylpropionic acid (13.54 g, 74 mmol) and the reaction mixture was stirred at 60° C. for 96 h. After cooling to RT, the reaction mixture was admixed with water (250 ml) and extracted with diethyl ether (3×100 ml). The combined organic phases were washed with 5% eq. NaHCO3 solution (50 ml), washed with water (50 ml) and dried over sodium sulfate, and the solvent was removed under reduced pressure. After column chromatography purification of...